From a dataset of the Open Reaction Database (ORD), a public repository of structured organic reaction records. describe an organic reaction: reactants, conditions, products, and yield Reactants: ClC(C(=O)N[C@@H](CCC(N)=O)C(=O)O)C (N-(α-chloropropionyl)-L-glutamine), N (ammonia). The product is N[C@@H](CCC(N)=O)C(=O)O (L-glutamine), N[C@@H](C)C(=O)N[C@@H](CCC(N)=O)C(=O)O (L-Alanyl-L-glutamine). Reaction SMILES: Cl[CH:2]([CH3:15])[C:3]([NH:5][C@H:6]([C:12]([OH:14])=[O:13])[CH2:7][CH2:8][C:9](=[O:11])[NH2:10])=[O:4].[NH3:16]>>[NH2:5][C@H:6]([C:12]([OH:14])=[O:13])[CH2:7][CH2:8][C:9](=[O:11])[NH2:10].[NH2:16][C@H:2]([C:3]([NH:5][C@H:6]([C:12]([OH:14])=[O:13])[CH2:7][CH2:8][C:9](=[O:11])[NH2:10])=[O:4])[CH3:15]. Reported procedure: Alanylglutamine is prepared according to Chinese Patent CN1680428A. Wherein, N-α-chloropropionyl)-L-glutamine is synthesized first. Then, 0.12 g of the N-(α-chloropropionyl)-L-glutamine crystals containing two diastereomeric isomers and 300 mL of 28% aqueous ammonia are mixed in a reaction vessel under room temperature. The reaction is carried out under 60° C. temperature and 2 kg/cm2 pressure. L-Alanyl-L-glutamine crude product is obtained after workup procedures. TLC shows an Rf value of 0.14,... Reactants: COC(OC)N(C)C, CCOC(C)=O, CCOC(=O)CC(=O)c1cc2cc(F)c(F)c(F)c2nc1Cl. The product is CCOC(=O)C(=CN(C)C)C(=O)c1cc2cc(F)c(F)c(F)c2nc1Cl. As a reaction SMILES: [CH3:23][O:24][CH:25]([N:26]([CH3:27])[CH3:28])[O:29][CH3:30].[CH3:31][CH2:32][O:33][C:34](=[O:35])[CH3:36].[Cl:1][c:2]1[n:3][c:4]2[c:5]([F:22])[c:6]([F:21])[c:7]([F:20])[cH:8][c:9]2[cH:10][c:11]1[C:12]([CH2:13][C:14](=[O:15])[O:16][CH2:17][CH3:18])=[O:19]>>[Cl:1][c:2]1[n:3][c:4]2[c:5]([F:22])[c:6]([F:21])[c:7]([F:20])[cH:8][c:9]2[cH:10][c:11]1[C:12]([C:13]([C:14](=[O:15])[O:16][CH2:17][CH3:18])=[CH:25][N:26]([CH3:27])[CH3:28])=[O:19]. Reactants: CN1C2=C(C=3C=CC=CC13)CCC2=O (1,4-dihydro-4-methylcyclopent[b]indol-3(2H)-one), Cl.NO (hydroxylamine hydrochloride), Cl.NO (hydroxylamine hydrochloride), C(C)(=O)[O-].[Na+] (sodium acetate), C(C)(=O)[O-].[Na+] (sodium acetate). Solvent: O (water), CCO (EtOH), O (water), O (water), O (water). Reaction conditions: time 8 hour. Yields the product ON=C1CCC2=C1N(C=1C=CC=CC21)C (3-Hydroxyimino-4-methyl-1,2,3,4-tetrahydrocyclopent[b]indole). Reaction SMILES: [CH3:1][N:2]1[C:10]2[CH:9]=[CH:8][CH:7]=[CH:6][C:5]=2[C:4]2[CH2:11][CH2:12][C:13](=O)[C:3]1=2.Cl.[NH2:16][OH:17].C([O-])(=O)C.[Na+]>CCO.O>[OH:17][N:16]=[C:13]1[C:3]2[N:2]([CH3:1])[C:10]3[CH:9]=[CH:8][CH:7]=[CH:6][C:5]=3[C:4]=2[CH2:11][CH2:12]1 |f:1.2,3.4|. Procedure details: To a stirred solution of 1,4-dihydro-4-methylcyclopent[b]indol-3(2H)-one (3.0 g) in 30 ml of 95% EtOH was added hydroxylamine hydrochloride (2.25 g) in 9 ml water followed by sodium acetate (4.4 g) in 9 ml water. The mixture was heated at reflux for 4 hours and thereafter an additional 1.1 gram of hydroxylamine hydrochloride in 5 ml water and 2.2 grams of sodium acetate in 5 ml i water were added. After an additional 2 hours of reflux, the mixture was allowed to stand at room temperature overnig... The reactants are FCCCN1C2CC(CC1CC2)O (8-(3-Fluoropropyl)-8-azabicyclo[3.2.1]octan-3-ol), FC1=CC=C(C=C1)[N+](=O)[O-] (1-fluoro-4-nitrobenzene). Yields the product FCCCN1C2CC(CC1CC2)OC2=CC=C(C=C2)[N+](=O)[O-] (8-(3-Fluoropropyl)-3-(4-nitrophenoxy)-8-azabicyclo[3.2.1]octane). Reaction SMILES: [F:1][CH2:2][CH2:3][CH2:4][N:5]1[CH:10]2[CH2:11][CH2:12][CH:6]1[CH2:7][CH:8]([OH:13])[CH2:9]2.F[C:15]1[CH:20]=[CH:19][C:18]([N+:21]([O-:23])=[O:22])=[CH:17][CH:16]=1>>[F:1][CH2:2][CH2:3][CH2:4][N:5]1[CH:10]2[CH2:11][CH2:12][CH:6]1[CH2:7][CH:8]([O:13][C:15]1[CH:20]=[CH:19][C:18]([N+:21]([O-:23])=[O:22])=[CH:17][CH:16]=1)[CH2:9]2. Procedure: 8-(3-Fluoropropyl)-8-azabicyclo[3.2.1]octan-3-ol was reacted with 1-fluoro-4-nitrobenzene by method D. The product with the molecular weight of 308.35 (C16H21FN2O3) was obtained in this way; MS (ESI): 308 (M+H+).